This data is from the Open Reaction Database (ORD), a public repository of structured organic reaction records. The task is: describe an organic reaction: reactants, conditions, products, and yield The reactants are ClC=1C=CC2=C(N(C(N=[N+]2[O-])=O)CC=C)C1 (6-chloro-4-(2-propen-1-yl)-1,2,4-benzotriazin-3(4H)-one 1-oxide), C[O-].[Na+] (sodium methoxide), O (water). Solvent: CO (MeOH). Run at time 2 hour. Yields the product COC=1C=CC2=C(N(C(N=N2)=O)CC=C)C1 (6-(Methyloxy)-4-(2-propen-1-yl)-1,2,4-benzotriazin-3(4H)-one). Isolated yield 53.0%. As a reaction SMILES: Cl[C:2]1[CH:3]=[CH:4][C:5]2[N+:10]([O-])=[N:9][C:8](=[O:12])[N:7]([CH2:13][CH:14]=[CH2:15])[C:6]=2[CH:16]=1.[CH3:17][O-:18].[Na+].O>CO>[CH3:17][O:18][C:2]1[CH:3]=[CH:4][C:5]2[N:10]=[N:9][C:8](=[O:12])[N:7]([CH2:13][CH:14]=[CH2:15])[C:6]=2[CH:16]=1 |f:1.2|. Procedure details: To a solution of 6-chloro-4-(2-propen-1-yl)-1,2,4-benzotriazin-3(4H)-one 1-oxide (see Example 60(c) for a preparation) (420 mg, 1.77 mmol) in MeOH (10 ml) was added sodium methoxide solution (25% w/v, 8.84 mmol, 1.9 ml) and then the reaction was stirred at rt for 2 h. The reaction was then treated with water (100 ml) and extracted with DCM (2×100 ml). The combined organic phases were dried, evaporated and the crude residue purified by chromatography on silica gel using a 0-5% MeOH/DCM gradient, ... The reactants are C1(=CC=C(C=C1)NC(CC(=O)O)=O)C1=CC=CC=C1 (N-biphenyl-4-yl-malonamic acid), C=1C=CC2=C(C1)N=NN2O (HOBt), CCN(C(C)C)C(C)C (DIPEA), CCN=C=NCCCN(C)C.Cl (EDCI.HCl), Cl.ClC1=C(OC2CCNCC2)C=C(C=C1)F (4-(2-chloro-5-fluoro-phenoxy)-piperidine hydrochloride). Solvent: CN(C)C=O (DMF), O (water). Run at temperature 10 celsius, time 8 hour. Product: C1(=CC=C(C=C1)NC(CC(=O)N1CCC(CC1)OC1=C(C=CC(=C1)F)Cl)=O)C1=CC=CC=C1 (N-biphenyl-4-yl-3-[4-(2-chloro-5-fluoro-phenoxy)-piperidin-1-yl]-3-oxo-propionamide). Yield: 13.2%. RXN SMILES: [C:1]1([C:14]2[CH:19]=[CH:18][CH:17]=[CH:16][CH:15]=2)[CH:6]=[CH:5][C:4]([NH:7][C:8](=[O:13])[CH2:9][C:10]([OH:12])=O)=[CH:3][CH:2]=1.C1C=CC2N(O)N=NC=2C=1.CCN(C(C)C)C(C)C.CCN=C=NCCCN(C)C.Cl.Cl.[Cl:52][C:53]1[CH:65]=[CH:64][C:63]([F:66])=[CH:62][C:54]=1[O:55][CH:56]1[CH2:61][CH2:60][NH:59][CH2:58][CH2:57]1>CN(C=O)C.O>[C:1]1([C:14]2[CH:19]=[CH:18][CH:17]=[CH:16][CH:15]=2)[CH:2]=[CH:3][C:4]([NH:7][C:8](=[O:13])[CH2:9][C:10]([N:59]2[CH2:58][CH2:57][CH:56]([O:55][C:54]3[CH:62]=[C:63]([F:66])[CH:64]=[CH:65][C:53]=3[Cl:52])[CH2:61][CH2:60]2)=[O:12])=[CH:5][CH:6]=1 |f:3.4,5.6|. Procedure details: To a stirred solution of N-biphenyl-4-yl-malonamic acid (0.1 g, 0.00039 mole) in DMF (2 mL) was added HOBt (0.065 g, 0.00047 mole) and DIPEA (0.126 g, 0.00098 mole). The mixture was cooled to 10° C. and EDCI.HCl (0.090 g, 0.00047 mole) followed by 4-(2-chloro-5-fluoro-phenoxy)-piperidine hydrochloride (0.114 g, 0.00043 mole) were added. The resulting mixture was stirred at the ambient temperature overnight. The mixture was then diluted with cold water and the resulting precipitate was isolated b... The reactants are Cl.N[C@@H]1C(N(CC1)CC=1C=C(C#N)C=CC1)=O (3-(3-(S)-amino-2-oxo-pyrrolidin-1-ylmethyl)-benzonitrile hydrochloride), ClC1=CC=C2C(=N1)SC(=C2)S(=O)(=O)Cl (6-chlorothieno[2,3-b]pyridine-2-sulfonyl chloride). Yields the product C(#N)C=1C=C(CN2C([C@H](CC2)NS(=O)(=O)C2=CC=3C(=NC(=CC3)Cl)S2)=O)C=CC1 (6-Chlorothieno[2,3-b]pyridine-2-sulfonic acid [1-(3-cyanobenzyl)-2-oxo-pyrrolidin-3-(S)-yl]-amide). As a reaction SMILES: Cl.[NH2:2][C@H:3]1[CH2:7][CH2:6][N:5]([CH2:8][C:9]2[CH:10]=[C:11]([CH:14]=[CH:15][CH:16]=2)[C:12]#[N:13])[C:4]1=[O:17].[Cl:18][C:19]1[N:24]=[C:23]2[S:25][C:26]([S:28](Cl)(=[O:30])=[O:29])=[CH:27][C:22]2=[CH:21][CH:20]=1>>[C:12]([C:11]1[CH:10]=[C:9]([CH:16]=[CH:15][CH:14]=1)[CH2:8][N:5]1[CH2:6][CH2:7][C@H:3]([NH:2][S:28]([C:26]2[S:25][C:23]3=[N:24][C:19]([Cl:18])=[CH:20][CH:21]=[C:22]3[CH:27]=2)(=[O:29])=[O:30])[C:4]1=[O:17])#[N:13] |f:0.1|. Reported procedure: The title compound is prepared from 3-(3-(S)-amino-2-oxo-pyrrolidin-1-ylmethyl)-benzonitrile hydrochloride as described in EXAMPLE 1, Part E using 6-chlorothieno[2,3-b]pyridine-2-sulfonyl chloride in place of benzo[b]thiophene-2-sulfonyl chloride. The crude product is purified by column chromatography eluting with a gradient of 10% EtOAc/CH2 Cl2 to 25% EtOAc/CH2Cl2 to afford a white solid.